Dataset: the Open Reaction Database (ORD), a public repository of structured organic reaction records. Task: describe an organic reaction: reactants, conditions, products, and yield The reactants are ClCC=1N=C(SC1)NC(C1=CC(=C(C(=C1)OC)OC)OC)=O (4-Chloromethyl-2-(3,4,5-trimethoxybenzamido)-thiazole), N1CCNCC1 (piperazine). The product is COC=1C=C(C(=O)NC=2SC=C(N2)CN2CCN(CC2)CC=2N=C(SC2)NC(C2=CC(=C(C(=C2)OC)OC)OC)=O)C=C(C1OC)OC (N,N′-bis[[2-(3,4,5-Trimethoxybenzamido)-thiazol-4-yl]methyl]piperazine). RXN SMILES: Cl[CH2:2][C:3]1[N:4]=[C:5]([NH:8][C:9](=[O:22])[C:10]2[CH:15]=[C:14]([O:16][CH3:17])[C:13]([O:18][CH3:19])=[C:12]([O:20][CH3:21])[CH:11]=2)[S:6][CH:7]=1.[NH:23]1[CH2:28][CH2:27][NH:26][CH2:25][CH2:24]1>>[CH3:21][O:20][C:12]1[CH:11]=[C:10]([CH:15]=[C:14]([O:16][CH3:17])[C:13]=1[O:18][CH3:19])[C:9]([NH:8][C:5]1[S:6][CH:7]=[C:3]([CH2:2][N:23]2[CH2:28][CH2:27][N:26]([CH2:2][C:3]3[N:4]=[C:5]([NH:8][C:9](=[O:22])[C:10]4[CH:11]=[C:12]([O:20][CH3:21])[C:13]([O:18][CH3:19])=[C:14]([O:16][CH3:17])[CH:15]=4)[S:6][CH:7]=3)[CH2:25][CH2:24]2)[N:4]=1)=[O:22]. Reported procedure: 4-Chloromethyl-2-(3,4,5-trimethoxybenzamido)-thiazole (140 mg) and piperazine (17 mg) were reacted in the same manner in Example 1 to obtain the title compound as a free base. Reactants: FC(C(=O)O)(F)F.C1C(CC12CNCC2)NC(=O)OCC2=CC(=NO2)C(=O)OCC (ethyl 5-(6-azaspiro[3.4]oct-2-ylcarbamoyloxymethyl)isoxazole-3-carboxylate trifluoroacetate), FC1=NC=C(C=C1)C1=CC=C(C=C1)F (2-fluoro-5-(4-fluorophenyl)pyridine), C(C)(C)N(C(C)C)CC (N,N-diisopropylethylamine). Product: FC1=CC=C(C=C1)C=1C=CC(=NC1)N1CC2(CC(C2)NC(=O)OCC2=CC(=NO2)C(=O)OCC)CC1 (Ethyl 5-{6-[5-(4-fluorophenyl)pyridin-2-yl]-6-azaspiro[3.4]oct-2-ylcarbamoyloxymethyl}-isoxazole-3-carboxylate). The yield is 19.4%. Reaction SMILES: FC(F)(F)C(O)=O.[CH2:8]1[C:11]2([CH2:15][CH2:14][NH:13][CH2:12]2)[CH2:10][CH:9]1[NH:16][C:17]([O:19][CH2:20][C:21]1[O:25][N:24]=[C:23]([C:26]([O:28][CH2:29][CH3:30])=[O:27])[CH:22]=1)=[O:18].F[C:32]1[CH:37]=[CH:36][C:35]([C:38]2[CH:43]=[CH:42][C:41]([F:44])=[CH:40][CH:39]=2)=[CH:34][N:33]=1.C(N(CC)C(C)C)(C)C>>[F:44][C:41]1[CH:40]=[CH:39][C:38]([C:35]2[CH:36]=[CH:37][C:32]([N:13]3[CH2:14][CH2:15][C:11]4([CH2:10][CH:9]([NH:16][C:17]([O:19][CH2:20][C:21]5[O:25][N:24]=[C:23]([C:26]([O:28][CH2:29][CH3:30])=[O:27])[CH:22]=5)=[O:18])[CH2:8]4)[CH2:12]3)=[N:33][CH:34]=2)=[CH:43][CH:42]=1 |f:0.1|. Procedure details: The process is performed according to the procedure described in Example 1 (step 1.3.). Starting with 0.45 g (1.04 mmol) of ethyl 5-(6-azaspiro[3.4]oct-2-ylcarbamoyloxymethyl)isoxazole-3-carboxylate trifluoroacetate, described in step 6.6., 0.198 g (1.04 mmol) of 2-fluoro-5-(4-fluorophenyl)pyridine, prepared in step 6.7. and 0.40 g (3.12 mmol) of N,N-diisopropylethylamine, and after purification by chromatography on preparative plates, eluting with a 96/4 mixture of dichloromethane and methanol,... Reactants: COC(CBr)=O (bromoacetic acid methyl ester), O (water), C(C1=CC=CC=C1)OC1=C2NC=NC2=NC=N1 (6-Benzyloxypurine), C([O-])([O-])=O.[K+].[K+] (potasiumcarbonate). The solvent is C(C)OC(C)=O (ethylacetate), CN(C)C=O (DMF), C(CCC)O.C(C)(=O)O.O (butanol acetic acid water). Product: COC(CN1C2=NC=NC(=C2N=C1)OCC1=CC=CC=C1)=O (Methyl(6-(Benzyloxy)purin-9-yl)acetate). As a reaction SMILES: [CH2:1]([O:8][C:9]1[N:17]=[CH:16][N:15]=[C:14]2[C:10]=1[NH:11][CH:12]=[N:13]2)[C:2]1[CH:7]=[CH:6][CH:5]=[CH:4][CH:3]=1.C(=O)([O-])[O-].[K+].[K+].[CH3:24][O:25][C:26](=[O:29])[CH2:27]Br.O>CN(C=O)C.C(O)CCC.C(O)(=O)C.O.C(OC(=O)C)C>[CH3:24][O:25][C:26](=[O:29])[CH2:27][N:13]1[CH:12]=[N:11][C:10]2[C:14]1=[N:15][CH:16]=[N:17][C:9]=2[O:8][CH2:1][C:2]1[CH:7]=[CH:6][CH:5]=[CH:4][CH:3]=1 |f:1.2.3,7.8.9|. Procedure: 6-Benzyloxypurine (4.18 g; 18.5 mmol) was added to a suspension of potasiumcarbonate (3.1 g; 22.4 mmol) in DMF (100 ml). After 15 min. bromoacetic acid methyl ester (1.93 ml; 20.4 mmol) was added. The reaction was monitored by TLC in butanol:acetic acid:water 4:1:1. Upon completion, the reaction mixture was portioned between water (600 ml) and ethylacetate (600 ml). The organic phase was dried over magnesium sulphate and evaporated to a volume of ˜10 ml and precipitated with pet. ether. The two ... Starting materials: COC=1C=C(N)C=CC1N1C=NC(=C1)C (3-Methoxy-4-(4-methyl-1H-imidazol-1-yl)aniline), ClC1=NC(=CC(=N1)NC(C)C)COCC(F)(F)F (2-chloro-N-isopropyl-6-((2,2,2-trifluoroethoxy)methyl)pyrimidin-4-amine), C([O-])([O-])=O.[Cs+].[Cs+] (cesium carbonate), C1(CCCCC1)P(C1=C(C=CC=C1)C1=CC=CC=C1)C1CCCCC1 (2-(dicyclohexylphosphino)-biphenyl), N#N (N2). Reagents/catalysts: C(C)(=O)[O-].[Pd+2].C(C)(=O)[O-] (palladium acetate). Solvent: O1CCOCC1 (dioxane). Reaction conditions: temperature 120 celsius. Product: C(C)(C)NC1=NC(=NC(=C1)COCC(F)(F)F)NC1=CC(=C(C=C1)N1C=NC(=C1)C)OC (N4-Isopropyl-N2-(3-methoxy-4-(4-methyl-1H-imidazol-1-yl)phenyl)-6-((2,2,2-trifluoroethoxy)methyl)pyrimidine-2,4-diamine). The yield is 60.5%. As a reaction SMILES: [CH3:1][O:2][C:3]1[CH:4]=[C:5]([CH:7]=[CH:8][C:9]=1[N:10]1[CH:14]=[C:13]([CH3:15])[N:12]=[CH:11]1)[NH2:6].Cl[C:17]1[N:22]=[C:21]([NH:23][CH:24]([CH3:26])[CH3:25])[CH:20]=[C:19]([CH2:27][O:28][CH2:29][C:30]([F:33])([F:32])[F:31])[N:18]=1.C(=O)([O-])[O-].[Cs+].[Cs+].C1(P(C2CCCCC2)C2C=CC=CC=2C2C=CC=CC=2)CCCCC1.N#N>O1CCOCC1.C([O-])(=O)C.[Pd+2].C([O-])(=O)C>[CH:24]([NH:23][C:21]1[CH:20]=[C:19]([CH2:27][O:28][CH2:29][C:30]([F:32])([F:33])[F:31])[N:18]=[C:17]([NH:6][C:5]2[CH:7]=[CH:8][C:9]([N:10]3[CH:14]=[C:13]([CH3:15])[N:12]=[CH:11]3)=[C:3]([O:2][CH3:1])[CH:4]=2)[N:22]=1)([CH3:26])[CH3:25] |f:2.3.4,8.9.10|. Procedure: 3-Methoxy-4-(4-methyl-1H-imidazol-1-yl)aniline (90 mg, 0.44 mmol), 2-chloro-N-isopropyl-6-((2,2,2-trifluoroethoxy)methyl)pyrimidin-4-amine (63 mg, 0.22 mmol), cesium carbonate (145 mg, 0.44 mmol), palladium acetate (7.48 mg, 0.03 mmol) and 2-(dicyclohexylphosphino)-biphenyl (11.68 mg, 0.03 mmol) in dioxane (1.5 mL) were mixed in a vial under N2 atmosphere. The mixture was heated at 120° C. in a microwave reactor for 90 minutes. The mixture was filtered through diatomeous earth and the filter plu... Starting materials: Cl[Sn]Cl (SnCl2), NC1=C(C=C(C(=O)O)C=C1)OC (4-amino-3-methoxybenzoic acid), N(=O)[O-].[Na+] (NaNO2). The solvent is Cl (HCl), O (water), Cl (HCl), O (H2O). Run at temperature 0 celsius, time 15 minute. Product: Cl.N(N)C1=C(C=C(C(=O)O)C=C1)OC (4-Hydrazino-3-methoxybenzoic acid hydrochloride). RXN SMILES: [N:1]([O-])=O.[Na+].[NH2:5][C:6]1[CH:14]=[CH:13][C:9]([C:10]([OH:12])=[O:11])=[CH:8][C:7]=1[O:15][CH3:16].[Cl:17][Sn]Cl>O.Cl>[ClH:17].[NH:5]([C:6]1[CH:14]=[CH:13][C:9]([C:10]([OH:12])=[O:11])=[CH:8][C:7]=1[O:15][CH3:16])[NH2:1] |f:0.1,6.7|. Procedure: A solution of 2.17 g of NaNO2 in 40 ml of H2O is added slowly to a solution, cooled to 0° C., of 5 g of 4-amino-3-methoxybenzoic acid in 50 ml of concentrated HCl. After 1 hour 15 minutes of stirring at 0° C., the mixture is cooled to -10° C., and a solution of 23.6 g of SnCl2 ·2H2O in 20 ml of concentrated HCl and 20 ml of water is added over 30 min. After one and a half hours of stirring at -10° C., the mixture is filtered, and the precipitate is washed with 50 ml of pentane to obtain, after d... Procedure details: A solution (4R)-1-(tert-butyloxycarbonyl)-4-cyano-L-proline tert-butyl ester (220 mg, 0.742 mmol) in 90% ethanol (11 mL) was hydrogenated in the presence of 10% palladium-on-charcoal (100 mg) at 450 psi for 18 hours. The catalyst was removed by filtration through Celite, the filter washed with methanol, and the combined filtrate and washings evaporated. Purification was achieved by flash silica gel chromatography eluting with 95:5:0.5 chloroform-methanol-ammonia; yield 164 mg (74%). Product: C(C)(C)(C)OC([C@H]1N(C[C@H](C1)CN)C(=O)OC(C)(C)C)=O ((4R)-1-(tert-Butyloxycarbonyl)-4-(aminomethyl)-L-Proline tert-Butyl Ester). As a reaction SMILES: [C:1]([O:5][C:6](=[O:21])[C@@H:7]1[CH2:11][C@@H:10]([C:12]#[N:13])[CH2:9][N:8]1[C:14]([O:16][C:17]([CH3:20])([CH3:19])[CH3:18])=[O:15])([CH3:4])([CH3:3])[CH3:2]>C(O)C.[Pd]>[C:1]([O:5][C:6](=[O:21])[C@@H:7]1[CH2:11][C@H:10]([CH2:12][NH2:13])[CH2:9][N:8]1[C:14]([O:16][C:17]([CH3:20])([CH3:19])[CH3:18])=[O:15])([CH3:3])([CH3:4])[CH3:2]. Reagents/catalysts: [Pd] (palladium-on-charcoal). Run in C(C)O (ethanol). Starting materials: C(C)(C)(C)OC([C@H]1N(C[C@@H](C1)C#N)C(=O)OC(C)(C)C)=O ((4R)-1-(tert-butyloxycarbonyl)-4-cyano-L-proline tert-butyl ester). The reactants are CCN(CC)S(F)(F)F, CS(=O)(=O)c1ccc(-n2cc(CO)nc2-c2ccc(Cl)cc2)cc1, ClCCl, O. Product: CS(=O)(=O)c1ccc(-n2cc(CF)nc2-c2ccc(Cl)cc2)cc1. RXN SMILES: [CH2:25]([N:26]([S:27]([F:28])([F:29])[F:31])[CH2:30][CH3:32])[CH3:33].[Cl:1][c:2]1[cH:3][cH:4][c:5](-[c:8]2[n:9](-[c:15]3[cH:16][cH:17][c:18]([S:21](=[O:22])(=[O:23])[CH3:24])[cH:19][cH:20]3)[cH:10][c:11]([CH2:13][OH:14])[n:12]2)[cH:6][cH:7]1.[Cl:35][CH2:36][Cl:37].[OH2:34]>>[Cl:1][c:2]1[cH:3][cH:4][c:5](-[c:8]2[n:9](-[c:15]3[cH:16][cH:17][c:18]([S:21](=[O:22])(=[O:23])[CH3:24])[cH:19][cH:20]3)[cH:10][c:11]([CH2:13][F:31])[n:12]2)[cH:6][cH:7]1.